Dataset: the Open Reaction Database (ORD), a public repository of structured organic reaction records. Task: describe an organic reaction: reactants, conditions, products, and yield Product: CCOC(=O)CCCCC(C=Cc1ccccc1OCCCCCc1ccccc1)CCc1ccc(C#N)cc1. Starting materials: BrCCCCCc1ccccc1, CCOC(=O)CCCCC(C=Cc1ccccc1O)CCc1ccc(C#N)cc1, O=C([O-])[O-], CC#N, [K+], [K+]. Reaction SMILES: [Br:30][CH2:31][CH2:32][CH2:33][CH2:34][CH2:35][c:36]1[cH:37][cH:38][cH:39][cH:40][cH:41]1.[C:1](#[N:2])[c:3]1[cH:4][cH:5][c:6]([CH2:9][CH2:10][CH:11]([CH2:12][CH2:13][CH2:14][CH2:15][C:16](=[O:17])[O:18][CH2:19][CH3:20])[CH:21]=[CH:22][c:23]2[c:24]([OH:29])[cH:25][cH:26][cH:27][cH:28]2)[cH:7][cH:8]1.[C:42](=[O:43])([O-:44])[O-:45].[CH3:48][C:49]#[N:50].[K+:46].[K+:47]>>[C:1](#[N:2])[c:3]1[cH:4][cH:5][c:6]([CH2:9][CH2:10][CH:11]([CH2:12][CH2:13][CH2:14][CH2:15][C:16](=[O:17])[O:18][CH2:19][CH3:20])[CH:21]=[CH:22][c:23]2[c:24]([O:29][CH2:31][CH2:32][CH2:33][CH2:34][CH2:35][c:36]3[cH:37][cH:38][cH:39][cH:40][cH:41]3)[cH:25][cH:26][cH:27][cH:28]2)[cH:7][cH:8]1. The product is CC(C)(C)OC(=O)N1CCC(c2ccc(OCCOC(=O)c3ccccc3)cc2)C(OCc2ccc3ccccc3c2)C1. Reaction SMILES: [C:36]([c:37]1[cH:38][cH:39][cH:40][cH:41][cH:42]1)(=[O:43])[Cl:44].[OH:1][CH2:2][CH2:3][O:4][c:5]1[cH:6][cH:7][c:8]([CH:11]2[CH:12]([O:24][CH2:25][c:26]3[cH:27][c:28]4[cH:29][cH:30][cH:31][cH:32][c:33]4[cH:34][cH:35]3)[CH2:13][N:14]([C:17](=[O:18])[O:19][C:20]([CH3:21])([CH3:22])[CH3:23])[CH2:15][CH2:16]2)[cH:9][cH:10]1>>[O:1]([CH2:2][CH2:3][O:4][c:5]1[cH:6][cH:7][c:8]([CH:11]2[CH:12]([O:24][CH2:25][c:26]3[cH:27][c:28]4[cH:29][cH:30][cH:31][cH:32][c:33]4[cH:34][cH:35]3)[CH2:13][N:14]([C:17](=[O:18])[O:19][C:20]([CH3:21])([CH3:22])[CH3:23])[CH2:15][CH2:16]2)[cH:9][cH:10]1)[C:36]([c:37]1[cH:38][cH:39][cH:40][cH:41][cH:42]1)=[O:43]. The reactants are O=C(Cl)c1ccccc1, CC(C)(C)OC(=O)N1CCC(c2ccc(OCCO)cc2)C(OCc2ccc3ccccc3c2)C1. The reactants are ClC1=CC=C(C=C1)C=1N=C2N(C=CC=C2)C1CN1C(N=C(C=C1)NCC)=O (1-((2-(4-chlorophenyl)imidazo[1,2-a]pyridin-3-yl)methyl)-4-(ethylamino)pyrimidin-2(1H)-one), ClC1=NC(N(C=C1)CC1=C(N=C2N1C=CC=C2)C2=CC=C(C=C2)Cl)=O (4-chloro-1-((2-(4-chlorophenyl)imidazo[1,2-a]pyridin-3-yl)methyl)pyrimidin-2(1H)-one), CC[O-].[Na+] (NaOEt). Solvent: CCO (EtOH). Yields the product ClC1=CC=C(C=C1)C=1N=C2N(C=CC=C2)C1CN1C(N=C(C=C1)OCC)=O (1-((2-(4-chlorophenyl)imidazo[1,2-a]pyridin-3-yl)methyl)-4-ethoxypyrimidin-2(1H)-one). RXN SMILES: [Cl:1][C:2]1[CH:7]=[CH:6][C:5]([C:8]2[N:9]=[C:10]3[CH:15]=[CH:14][CH:13]=[CH:12][N:11]3[C:16]=2[CH2:17][N:18]2[CH:23]=[CH:22][C:21](NCC)=[N:20][C:19]2=[O:27])=[CH:4][CH:3]=1.ClC1C=CN(CC2N3C=CC=CC3=NC=2C2C=CC(Cl)=CC=2)C(=O)N=1.[CH3:53][CH2:54][O-:55].[Na+]>CCO>[Cl:1][C:2]1[CH:3]=[CH:4][C:5]([C:8]2[N:9]=[C:10]3[CH:15]=[CH:14][CH:13]=[CH:12][N:11]3[C:16]=2[CH2:17][N:18]2[CH:23]=[CH:22][C:21]([O:55][CH2:54][CH3:53])=[N:20][C:19]2=[O:27])=[CH:6][CH:7]=1 |f:2.3|. Reported procedure: The title compound was prepared according to the experimental for compound 132 from 4-chloro-1-((2-(4-chlorophenyl)imidazo[1,2-a]pyridin-3-yl)methyl)pyrimidin-2(1H)-one and NaOEt in EtOH. M/e+ 381 for C20H18ClN4O2 (M+H)+; 1H-NMR (400 MHz, CDCl3) δ 8.36 (d, J=7.0 Hz, 1H), 8.17 (s, 1H), 7.66 (d, J=8.4 Hz, 2H), 7.48 (d, J=8.4 Hz, 2H), 7.30 (m, 1H), 6.92 (m, 1H), 6.89 (d, J=6.9 Hz, 1H), 5.71 (d, J=6.9 Hz, 1H), 5.60 (s, 2H), 4.40 (q, J=6.9 Hz, 2H), 1.32 (t, J=6.9 Hz, 3H) ppm. Starting materials: ClC=1C(=NC(=NC1)NC=1C=CC2=C(N(N=C2C1)C)C)NC1CCC2(CCN(CC2)C(=O)OC(C)(C)C)CC1 (tert-butyl 9-((5-chloro-2-((2,3-dimethyl-2H-indazol-6-yl)amino)pyrimidin-4-yl)amino)-3-azaspiro[5.5]undecane-3-carboxylate), Cl (HCl), CCOC(=O)C (EtOAc). The solvent is C(Cl)Cl (DCM). Reaction conditions: time 2 hour. The product is ClC=1C(=NC(=NC1)NC=1C=CC2=C(N(N=C2C1)C)C)NC1CCC2(CCNCC2)CC1 (5-chloro-N2-(2,3-dimethyl-2H-indazol-6-yl)-N4-(3-azaspiro[5.5]undecan-9-yl)pyrimidine-2,4-diamine). Yield: 99.7%. Reaction SMILES: [Cl:1][C:2]1[C:3]([NH:20][CH:21]2[CH2:38][CH2:37][C:24]3([CH2:29][CH2:28][N:27](C(OC(C)(C)C)=O)[CH2:26][CH2:25]3)[CH2:23][CH2:22]2)=[N:4][C:5]([NH:8][C:9]2[CH:10]=[CH:11][C:12]3[C:16]([CH:17]=2)=[N:15][N:14]([CH3:18])[C:13]=3[CH3:19])=[N:6][CH:7]=1.Cl.CCOC(C)=O>C(Cl)Cl>[Cl:1][C:2]1[C:3]([NH:20][CH:21]2[CH2:22][CH2:23][C:24]3([CH2:25][CH2:26][NH:27][CH2:28][CH2:29]3)[CH2:37][CH2:38]2)=[N:4][C:5]([NH:8][C:9]2[CH:10]=[CH:11][C:12]3[C:16]([CH:17]=2)=[N:15][N:14]([CH3:18])[C:13]=3[CH3:19])=[N:6][CH:7]=1. Procedure details: To a solution of tert-butyl 9-((5-chloro-2-((2,3-dimethyl-2H-indazol-6-yl)amino)pyrimidin-4-yl)amino)-3-azaspiro[5.5]undecane-3-carboxylate (161.5 mg, 0.30 mmol) in DCM (10 mL) was added a solution of HCl in EtOAc (10 mL, 40 mmol). The reaction mixture was stirred at rt for 2 h and concentrated in vacuo. The residue was dissolved in water (30 mL) and adjusted to pH=10 with a saturated Na2CO3 aqueous solution, then extracted with DCM (100 mL×3). The combined organic phases were washed with brine ... Starting materials: CC1(C2CCC(C1C2)CC=O)C (6,6-dimethylbicyclo[3.1.1]hept-2-yl acetaldehyde), C=O (formaldehyde). The reagents and catalysts are C(C)NCC (diethylamine). Product: CC1(C2CCC(C1C2)C(C=O)=C)C (2-(6,6-Dimethylbicyclo[3.1.1]hept-2-yl)propenal). Isolated yield 86.4%. Reaction SMILES: [CH3:1][C:2]1([CH3:12])[CH:7]2[CH2:8][CH:3]1[CH2:4][CH2:5][CH:6]2[CH2:9][CH:10]=[O:11].[CH2:13]=O>C(NCC)C>[CH3:1][C:2]1([CH3:12])[CH:7]2[CH2:8][CH:3]1[CH2:4][CH2:5][CH:6]2[C:9](=[CH2:13])[CH:10]=[O:11]. Reported procedure: In a similar manner to Example 49, 342 g of 6,6-dimethylbicyclo[3.1.1]hept-2-yl acetaldehyde at a purity of 97% (1.99 moles), 178 g of 37% formaldehyde (2.2 moles), 7.3 g of diethylamine (0.1 mole), and 0.8 g of BHT were refluxed for 1.5 hours. After the usual work-up, 370 g of crude propenal was distilled to afford 317 g of purified product (89% yield). BP 75° C./0.5 mmHg; 1H-NMR (300 MHz), δ 0.92 (3H, s), 1.23 (3H, s), 1.47-2.40 (8H, m), 3.1 (1H, t, J=8.91 Hz), 5.91 (1H, s), 6.20 (1H, s), 9.50... Reactants: BrC1=CC=C(C=C1)C=COC (1-bromo-4-(2-methoxyethenyl)benzene), C(C)(=O)OC(C)=O (acetic anhydride), C(C1=CC=CC=C1)=O (benzaldehyde), crude product. Reagents/catalysts: CN(C)C=1C=CN=CC1 (DMAP). The product is C(C)(=O)OC(C1=CC=CC=C1)C1=CC=C(C=C1)C=COC (alpha-(4-(2-methoxyethenyl)phenyl)benzyl acetate). Reaction SMILES: Br[C:2]1[CH:7]=[CH:6][C:5]([CH:8]=[CH:9][O:10][CH3:11])=[CH:4][CH:3]=1.[CH:12](=[O:19])[C:13]1[CH:18]=[CH:17][CH:16]=[CH:15][CH:14]=1.[C:20](OC(=O)C)(=[O:22])[CH3:21]>CN(C1C=CN=CC=1)C>[C:20]([O:19][CH:12]([C:2]1[CH:7]=[CH:6][C:5]([CH:8]=[CH:9][O:10][CH3:11])=[CH:4][CH:3]=1)[C:13]1[CH:18]=[CH:17][CH:16]=[CH:15][CH:14]=1)(=[O:22])[CH3:21]. Procedure details: By the method of example 48, 1-bromo-4-(2-methoxyethenyl)benzene is lithiated and added to benzaldehyde. The crude product is acetylated with acetic anhydride in the presence of DMAP, providing alpha-(4-(2-methoxyethenyl)phenyl)benzyl acetate as a colorless oil. This ester (1.76 g) is treated with methanesulfonic acid (0.5 ml) in methanol (25 ml) at 50° for 16 hr. The acetoxy group and the enol ether are both solvolyzed in this reaction. The mixture is cooled, poured into saturated aqueous sodiu... The reactants are CC(C)=O, CO, CC(Nc1cc(-c2cc(N3CC4CC3CN4)c3ccccc3n2)ccn1)c1ccccc1, ClC(Cl)Cl, ClCCl. Yields the product CC(Nc1cc(-c2cc(N3CC4CC3CN4C(C)C)c3ccccc3n2)ccn1)c1ccccc1. As a reaction SMILES: [CH3:33][C:34]([CH3:35])=[O:36].[CH3:37][OH:38].[CH:1]12[N:2]([c:8]3[cH:9][c:10](-[c:18]4[cH:19][c:20]([NH:24][CH:25]([CH3:26])[c:27]5[cH:28][cH:29][cH:30][cH:31][cH:32]5)[n:21][cH:22][cH:23]4)[n:11][c:12]4[cH:13][cH:14][cH:15][cH:16][c:17]34)[CH2:3][CH:4]([NH:5][CH2:6]1)[CH2:7]2.[CH:39]([Cl:40])([Cl:41])[Cl:42].[Cl:43][CH2:44][Cl:45]>>[CH:1]12[N:2]([c:8]3[cH:9][c:10](-[c:18]4[cH:19][c:20]([NH:24][CH:25]([CH3:26])[c:27]5[cH:28][cH:29][cH:30][cH:31][cH:32]5)[n:21][cH:22][cH:23]4)[n:11][c:12]4[cH:13][cH:14][cH:15][cH:16][c:17]34)[CH2:3][CH:4]([N:5]([CH:34]([CH3:33])[CH3:35])[CH2:6]1)[CH2:7]2. Reactants: [Cl-].[NH4+] (ammonium chloride), solution, C(CCC)[Li] (n-butyllithium), resultant mixture, resultant mixture, ICCI (1,2-diiodoethane), ClC1=CC=C(C=C1)C=1SC=CN1 (2-(4-chlorophenyl)thiazole). Run in hexanes, C(C)OCC (diethyl ether), C(C)OCC (diethyl ether). Run at time 30 minute. Yields the product ClC1=CC=C(C=C1)C=1SC(=CN1)I (2-(4-chlorophenyl)-5-iodothiazole). The yield is 67.4%. As a reaction SMILES: [Cl:1][C:2]1[CH:7]=[CH:6][C:5]([C:8]2[S:9][CH:10]=[CH:11][N:12]=2)=[CH:4][CH:3]=1.C([Li])CCC.[I:18]CCI.[Cl-].[NH4+]>C(OCC)C>[Cl:1][C:2]1[CH:3]=[CH:4][C:5]([C:8]2[S:9][C:10]([I:18])=[CH:11][N:12]=2)=[CH:6][CH:7]=1 |f:3.4|. Procedure details: A solution of 2.3 grams (0.012 mole of 2-(4-chlorophenyl)thiazole in 20 ml of diethyl ether was cooled to -78° C. To this solution was added 4.72 ml of a 2.5M solution of n-butyllithium in hexanes. This mixture was stirred for 30 minutes. A solution of 3.3 grams (0.012 mole) of 1,2-diiodoethane in 15 ml of diethyl ether was added, and the resultant mixture was allowed to warm to room temperature and stir for approximately 18 hours. approximately 50 ml of an aqueous, saturated ammonium chloride s... RXN SMILES: [CH3:1][CH:2]([CH3:3])[NH:4][CH2:5][CH:6]1[N:7]([C:19](=[O:20])[O:21][C:22]([CH3:23])([CH3:24])[CH3:25])[CH2:8][CH2:9][N:10]([C:12](=[O:13])[O:14][C:15]([CH3:16])([CH3:17])[CH3:18])[CH2:11]1.[CH3:35][S:36]([Cl:37])(=[O:38])=[O:39].[CH3:40][N:41]([c:42]1[cH:43][cH:44][n:45][cH:46][cH:47]1)[CH3:48].[CH:26]([N:27]([CH2:28][CH3:29])[CH:30]([CH3:31])[CH3:32])([CH3:33])[CH3:34].[Cl:49][CH2:50][Cl:51]>>[CH3:1][CH:2]([CH3:3])[N:4]([CH2:5][CH:6]1[N:7]([C:19](=[O:20])[O:21][C:22]([CH3:23])([CH3:24])[CH3:25])[CH2:8][CH2:9][N:10]([C:12](=[O:13])[O:14][C:15]([CH3:16])([CH3:17])[CH3:18])[CH2:11]1)[S:36]([CH3:35])(=[O:38])=[O:39]. Starting materials: CC(C)NCC1CN(C(=O)OC(C)(C)C)CCN1C(=O)OC(C)(C)C, CS(=O)(=O)Cl, CN(C)c1ccncc1, CCN(C(C)C)C(C)C, ClCCl. Yields the product CC(C)N(CC1CN(C(=O)OC(C)(C)C)CCN1C(=O)OC(C)(C)C)S(C)(=O)=O. Starting materials: CC(C)(C)OC(=O)C=Cc1ccc(-c2ccc(O)c(C34CC5CC(CC(C5)C3)C4)c2)cc1, CCCOC(=O)OCI, CCCC[N+](CCCC)(CCCC)CCCC, ClCCl, [K+], [K+], O=C([O-])[O-], O, O=S(=O)([O-])O. Yields the product CCCOC(=O)OCOc1ccc(-c2ccc(C=CC(=O)OC(C)(C)C)cc2)cc1C12CC3CC(CC(C3)C1)C2. Reaction SMILES: [C:1]([CH3:2])([CH3:3])([CH3:4])[O:5][C:6]([CH:7]=[CH:8][c:9]1[cH:10][cH:11][c:12](-[c:15]2[cH:16][c:17]([C:22]34[CH2:23][CH:24]5[CH2:25][CH:26]([CH2:27][CH:28]([CH2:29]3)[CH2:30]5)[CH2:31]4)[c:18]([OH:21])[cH:19][cH:20]2)[cH:13][cH:14]1)=[O:32].[CH2:39]([CH2:40][CH3:41])[O:42][C:43]([O:44][CH2:45][I:46])=[O:47].[CH2:54]([N+:55]([CH2:56][CH2:57][CH2:58][CH3:59])([CH2:60][CH2:61][CH2:62][CH3:63])[CH2:64][CH2:65][CH2:66][CH3:67])[CH2:68][CH2:69][CH3:70].[Cl:71][CH2:72][Cl:73].[K+:33].[K+:34].[O-:35][C:36]([O-:37])=[O:38].[OH2:48].[S:49]([O-:50])([OH:51])(=[O:52])=[O:53]>>[C:1]([CH3:2])([CH3:3])([CH3:4])[O:5][C:6]([CH:7]=[CH:8][c:9]1[cH:10][cH:11][c:12](-[c:15]2[cH:16][c:17]([C:22]34[CH2:23][CH:24]5[CH2:25][CH:26]([CH2:27][CH:28]([CH2:29]3)[CH2:30]5)[CH2:31]4)[c:18]([O:21][CH2:45][O:44][C:43]([O:42][CH2:39][CH2:40][CH3:41])=[O:47])[cH:19][cH:20]2)[cH:13][cH:14]1)=[O:32].